Dataset: the Open Reaction Database (ORD), a public repository of structured organic reaction records. Task: describe an organic reaction: reactants, conditions, products, and yield The reactants are C(C=C)OC(CCCCCOC1=CC=C(C=C1)C1OC2C(O1)C(OC2N2C1=NC=NC(=C1N=C2)Cl)CO)=O (6-{4-(4-(6-Chloro-purin-9-yl)-6-hydroxymethyl-tetrahydro-furo(3,4-d)(1,3)dioxol-2-yl)-phenoxy}-hexanoic acid allyl ester), CC1(CC(=O)CC(=O)C1)C (dimedone). Reagents/catalysts: C=1C=CC(=CC1)[P](C=2C=CC=CC2)(C=3C=CC=CC3)[Pd]([P](C=4C=CC=CC4)(C=5C=CC=CC5)C=6C=CC=CC6)([P](C=7C=CC=CC7)(C=8C=CC=CC8)C=9C=CC=CC9)[P](C=1C=CC=CC1)(C=1C=CC=CC1)C=1C=CC=CC1 (tetrakis(triphenylphosphine)palladium). Run in C(Cl)Cl (DCM). Conditions: time 3.5 hour. Product: ClC1=C2N=CN(C2=NC=N1)C1OC(C2OC(OC21)C2=CC=C(OCCCCCC(=O)O)C=C2)CO (6-{4-(4-(6-Chloro-purin-9-yl)-6-hydroxymethyl-tetrahydro-furo(3,4-d)(1,3)dioxol-2-yl)-phenoxy}-hexanoic acid). Isolated yield 84.8%. Reaction SMILES: C([O:4][C:5](=[O:38])[CH2:6][CH2:7][CH2:8][CH2:9][CH2:10][O:11][C:12]1[CH:17]=[CH:16][C:15]([CH:18]2[O:22][CH:21]3[CH:23]([CH2:36][OH:37])[O:24][CH:25]([N:26]4[CH:34]=[N:33][C:32]5[C:27]4=[N:28][CH:29]=[N:30][C:31]=5[Cl:35])[CH:20]3[O:19]2)=[CH:14][CH:13]=1)C=C.CC1(C)CC(=O)CC(=O)C1>C(Cl)Cl.C1C=CC([P]([Pd]([P](C2C=CC=CC=2)(C2C=CC=CC=2)C2C=CC=CC=2)([P](C2C=CC=CC=2)(C2C=CC=CC=2)C2C=CC=CC=2)[P](C2C=CC=CC=2)(C2C=CC=CC=2)C2C=CC=CC=2)(C2C=CC=CC=2)C2C=CC=CC=2)=CC=1>[Cl:35][C:31]1[N:30]=[CH:29][N:28]=[C:27]2[C:32]=1[N:33]=[CH:34][N:26]2[CH:25]1[CH:20]2[CH:21]([O:22][CH:18]([C:15]3[CH:14]=[CH:13][C:12]([O:11][CH2:10][CH2:9][CH2:8][CH2:7][CH2:6][C:5]([OH:38])=[O:4])=[CH:17][CH:16]=3)[O:19]2)[CH:23]([CH2:36][OH:37])[O:24]1 |^1:55,57,76,95|. Reported procedure: A mixture of 5 (59.31 g, 108.8 mmol), tetrakis(triphenylphosphine)palladium (Pd(PPh3)4, 12.6 g, 10.9 mmol), and dimedone (45.7 g, 326.4 mmol) in dry DCM (600 mL) was stirred in a nitrogen atmosphere for 3.5 h at room temperature. 500 ml of the solvent was removed in vacuo and the remaining volume was loaded on a silica plug. After the dimedone byproducts were removed by washing the plug with MeOH/DCM 1:100, the product was eluted with MeOH/DCM 1:10. The fraction containing the product was concen... Starting materials: COC=1C=C(C=CC1OCCCCCCCCCCCCCC)CC(=O)O (3-Methoxy-4-(tetradecyloxy)benzeneacetic acid), CN(C=O)C (dimethylformamide), C(C(=O)Cl)(=O)Cl (oxalyl chloride). The solvent is C(Cl)Cl (methylene chloride). Run at time 20 hour. Product: COC=1C=C(C=CC1OCCCCCCCCCCCCCC)CC(=O)Cl (3-Methoxy-4-(tetradecyloxy)benzeneacetyl chloride). Reaction SMILES: [CH3:1][O:2][C:3]1[CH:4]=[C:5]([CH2:24][C:25]([OH:27])=O)[CH:6]=[CH:7][C:8]=1[O:9][CH2:10][CH2:11][CH2:12][CH2:13][CH2:14][CH2:15][CH2:16][CH2:17][CH2:18][CH2:19][CH2:20][CH2:21][CH2:22][CH3:23].CN(C)C=O.C(Cl)(=O)C([Cl:36])=O>C(Cl)Cl>[CH3:1][O:2][C:3]1[CH:4]=[C:5]([CH2:24][C:25]([Cl:36])=[O:27])[CH:6]=[CH:7][C:8]=1[O:9][CH2:10][CH2:11][CH2:12][CH2:13][CH2:14][CH2:15][CH2:16][CH2:17][CH2:18][CH2:19][CH2:20][CH2:21][CH2:22][CH3:23]. Procedure: To a mixture of 10 g of product from Example 67, 0.0965 g of dimethylformamide and 150 ml of methylene chloride is added dropwise 3.46 ml of oxalyl chloride. The reaction is stirred at room temperature for 20 hours and the solvent concentrated in vacuo. The residue is dissolved in diethyl ether, filtered and concentrated in vacuo to give 10.5 g of the desired product as colorless needles. The reactants are COCC(=O)Cl (Methoxyacetyl chloride), solution, NNC(=S)N (thiosemicarbazide). The solvent is N1=CC=CC=C1 (pyridine). Yields the product COCC1=NC(=NN1)S (5-methoxymethyl-3-mercapto-1,2,4-triazole). Isolated yield 29.9%. RXN SMILES: [CH3:1][O:2][CH2:3][C:4](Cl)=O.[NH2:7][NH:8][C:9]([NH2:11])=[S:10]>N1C=CC=CC=1>[CH3:1][O:2][CH2:3][C:4]1[NH:7][N:8]=[C:9]([SH:10])[N:11]=1. Procedure details: Methoxyacetyl chloride (2.82 g; 0.023 mol) was added to a solution (15 ml) of 2.09 g (0.0230 mol) of thiosemicarbazide in pyridine followed by stirring for a whole day and night at room temperature. The reaction solution was concentrated and 10 ml of methanol and 8 ml of a 25 wt % methanolic solution of sodium methoxide were added thereto followed by heating to reflux for a whole day and night. After cooling to room temperature, the solvent was evaporated and concentrated hydrochloric acid was a... Yields the product C(C1=CC=CC=C1)N1C(OC(=N1)C1CCN(CC1)C1=CC=C(C=C1)/N=C/C=1OC(=CC1)[N+](=O)[O-])=O (3-Benzyl-5-[1-(4-[(E)-1-(5-nitro-2-furyl)methylidene]aminophenyl)-4-piperidyl]-2,3-dihydro-1,3,4-oxadiazol-2-one). Procedure: 5-[1-(4-Aminophenyl)-4-piperidyl]-3-benzyl-2,3-dihydro-1,3,4-oxadiazol-2-one (7d, 0.35 g, 1 mmol) on reacting with 5-nitro2-furaldehyde in the presence of catalytic amount of CH3COOH (3 drops) in methanol at 0° C. for 10 h and the obtained solid is filtered, washed with water and recrystallized in ethanol to obtain product 3-benzyl-5-[1-(4-[(E)-1-(5-nitro-2-furyl)methylidene]aminophenyl)-4-piperidyl]-2,3-dihydro-1,3,4-oxadiazol-2-one (9d, 416 mg, 88%). As a reaction SMILES: [NH2:1][C:2]1[CH:7]=[CH:6][C:5]([N:8]2[CH2:13][CH2:12][CH:11]([C:14]3[O:18][C:17](=[O:19])[N:16]([CH2:20][C:21]4[CH:26]=[CH:25][CH:24]=[CH:23][CH:22]=4)[N:15]=3)[CH2:10][CH2:9]2)=[CH:4][CH:3]=1.[N+:27]([C:30]1[O:34][C:33]([CH:35]=O)=[CH:32][CH:31]=1)([O-:29])=[O:28]>CC(O)=O.CO>[CH2:20]([N:16]1[N:15]=[C:14]([CH:11]2[CH2:12][CH2:13][N:8]([C:5]3[CH:6]=[CH:7][C:2](/[N:1]=[CH:35]/[C:33]4[O:34][C:30]([N+:27]([O-:29])=[O:28])=[CH:31][CH:32]=4)=[CH:3][CH:4]=3)[CH2:9][CH2:10]2)[O:18][C:17]1=[O:19])[C:21]1[CH:26]=[CH:25][CH:24]=[CH:23][CH:22]=1. The reagents and catalysts are CC(=O)O (CH3COOH). The solvent is CO (methanol). The yield is 88.0%. Starting materials: NC1=CC=C(C=C1)N1CCC(CC1)C1=NN(C(O1)=O)CC1=CC=CC=C1 (5-[1-(4-aminophenyl)-4-piperidyl]-3-benzyl-2,3-dihydro-1,3,4-oxadiazol-2-one), [N+](=O)([O-])C1=CC=C(O1)C=O (5-nitro2-furaldehyde). The reactants are C1(=CC=CC=C1)OC(N(C(=O)OC1=CC=CC=C1)C1=NC=CC(=C1)OC1=C(C=C(C=C1)NC(=O)C1(CC1)C(NC1=CC=C(C=C1)F)=O)F)=O ([4-(2-fluoro-4-{[1-(4-fluorophenylcarbamoyl)cyclopropanecarbonyl]amino}phenoxy)pyridin-2-yl]-N-(phenoxycarbonyl)carbamic acid phenyl ester), CN1CCC(CC1)N1CCNCC1 (1-(1-methylpiperidin-4-yl)piperazine). The solvent is CN(C=O)C (N,N-dimethylformamide). Run at time 8 hour. The product is FC=1C=C(C=CC1OC1=CC(=NC=C1)NC(=O)N1CCN(CC1)C1CCN(CC1)C)NC(=O)C1(CC1)C(=O)NC1=CC=C(C=C1)F (N-(3-Fluoro-4-{[2-({[4-(1-methylpiperidin-4-yl)piperazin-1-yl]carbonyl}amino)pyridin-4-yl]oxy}phenyl)-N′-(4-fluorophenyl)cyclopropane-1,1-dicarboxamide). Isolated yield 89.6%. RXN SMILES: C1(O[C:8](=[O:49])[N:9]([C:19]2[CH:24]=[C:23]([O:25][C:26]3[CH:31]=[CH:30][C:29]([NH:32][C:33]([C:35]4([C:38](=[O:47])[NH:39][C:40]5[CH:45]=[CH:44][C:43]([F:46])=[CH:42][CH:41]=5)[CH2:37][CH2:36]4)=[O:34])=[CH:28][C:27]=3[F:48])[CH:22]=[CH:21][N:20]=2)C(OC2C=CC=CC=2)=O)C=CC=CC=1.[CH3:50][N:51]1[CH2:56][CH2:55][CH:54]([N:57]2[CH2:62][CH2:61][NH:60][CH2:59][CH2:58]2)[CH2:53][CH2:52]1>CN(C)C=O>[F:48][C:27]1[CH:28]=[C:29]([NH:32][C:33]([C:35]2([C:38]([NH:39][C:40]3[CH:41]=[CH:42][C:43]([F:46])=[CH:44][CH:45]=3)=[O:47])[CH2:36][CH2:37]2)=[O:34])[CH:30]=[CH:31][C:26]=1[O:25][C:23]1[CH:22]=[CH:21][N:20]=[C:19]([NH:9][C:8]([N:60]2[CH2:59][CH2:58][N:57]([CH:54]3[CH2:55][CH2:56][N:51]([CH3:50])[CH2:52][CH2:53]3)[CH2:62][CH2:61]2)=[O:49])[CH:24]=1. Procedure: To a solution of [4-(2-fluoro-4-{[1-(4-fluorophenylcarbamoyl)cyclopropanecarbonyl]amino}phenoxy)pyridin-2-yl]-N-(phenoxycarbonyl)carbamic acid phenyl ester (66 mg) in N,N-dimethylformamide (1.0 ml) was added 1-(1-methylpiperidin-4-yl)piperazine (73.3 mg) at room temperature, followed by stirring overnight. The reaction mixture was partitioned between ethyl acetate and water. The organic layer was washed with a saturated aqueous solution of ammonium chloride and brine in this order, and dried ove... Procedure details: The cyano ethyl ester (11a) from the previous experiment (2.9 g, 12.1 mmol) was dissolved in 100 mL methanol and 15 mL of 1M NaOH was added over five minutes with good stirring. This was allowed to stir for 16 h at 22° C. and was then treated with 1 mL of 80% acetic acid/water. This solution was then concentrated and worked-up according to method A. The residue crystallized on standing at 5° C., and was recrystallized from EtOAc/hexane to give 2.2 g (76% yield), m.p.=138°-139° C. (decomposition)... Yields the product C(C)(C)(C)OC(=O)N1[C@H](C(=O)O)C[C@@H](C1)C#N ((4S)-1-(tert-Butoxycarbonyl)-4-cyano-L-proline). The reactants are nitrile, nitrile, [K+].[Br-] (KBr), carboxylic acid, [OH-].[Na+] (NaOH), C(C)(=O)O.O (acetic acid water), C(C)OC([C@H]1N(C[C@H](C1)C#N)C(=O)OC(C)(C)C)=O ((4S)-1-(tert-Butoxycarbonyl)-4-cyano-L-proline Ethyl Ester). Run in CO (methanol). Isolated yield 76.0%. Run at temperature 22 celsius, time 16 hour. RXN SMILES: C([O:3][C:4](=[O:19])[C@@H:5]1[CH2:9][C@H:8]([C:10]#[N:11])[CH2:7][N:6]1[C:12]([O:14][C:15]([CH3:18])([CH3:17])[CH3:16])=[O:13])C.[OH-].[Na+].C(O)(=O)C.O.[K+].[Br-]>CO>[C:15]([O:14][C:12]([N:6]1[CH2:7][C@@H:8]([C:10]#[N:11])[CH2:9][C@H:5]1[C:4]([OH:19])=[O:3])=[O:13])([CH3:18])([CH3:16])[CH3:17] |f:1.2,3.4,5.6|. As a reaction SMILES: [C:17]([O-:18])(=[O:19])[O-:20].[C:23](=[O:24])([OH:25])[O-:26].[CH3:47][C:48](=[O:49])[CH3:50].[CH3:54][C:55]#[N:56].[CH:12]1([Br:16])[CH2:13][CH2:14][CH2:15]1.[Cl:51][CH2:52][Cl:53].[K+:21].[K+:22].[K+:27].[O:28]1[CH2:29][CH2:30][O:31][CH2:32][CH2:33][O:34][CH2:35][CH2:36][O:37][CH2:38][CH2:39][O:40][CH2:41][CH2:42][O:43][CH2:44][CH2:45]1.[OH2:46].[c:1]1([SH:11])[cH:2][cH:3][cH:4][c:5]2[cH:6][cH:7][cH:8][cH:9][c:10]12>>[c:1]1([S:11]([CH:12]2[CH2:13][CH2:14][CH2:15]2)(=[O:18])=[O:46])[cH:2][cH:3][cH:4][c:5]2[cH:6][cH:7][cH:8][cH:9][c:10]12. Starting materials: O=C([O-])[O-], O=C([O-])O, CC(C)=O, CC#N, BrC1CCC1, ClCCl, [K+], [K+], [K+], C1COCCOCCOCCOCCOCCO1, O, Sc1cccc2ccccc12. Yields the product O=S(=O)(c1cccc2ccccc12)C1CCC1. Reactants: BrCc1ccc(Br)cc1, CN(C)C=O, [H-], [Na+], C1CCOC1, O, Nc1ncccc1-c1cn[nH]c1. The product is Nc1ncccc1-c1cnn(Cc2ccc(Br)cc2)c1. RXN SMILES: [Br:20][c:21]1[cH:22][cH:23][c:24]([CH2:25][Br:26])[cH:27][cH:28]1.[CH3:30][N:31]([CH3:32])[CH:33]=[O:34].[H-:18].[Na+:19].[O:13]1[CH2:14][CH2:15][CH2:16][CH2:17]1.[OH2:29].[nH:1]1[n:2][cH:3][c:4](-[c:6]2[c:7]([NH2:12])[n:8][cH:9][cH:10][cH:11]2)[cH:5]1>>[n:1]1([CH2:25][c:24]2[cH:23][cH:22][c:21]([Br:20])[cH:28][cH:27]2)[n:2][cH:3][c:4](-[c:6]2[c:7]([NH2:12])[n:8][cH:9][cH:10][cH:11]2)[cH:5]1. Reactants: NNC(=O)c1ccccc1, CCCCCN1C(=O)C(=O)c2ccc(OC)cc21. Yields the product CCCCCN1C(=O)C(=NNC(=O)c2ccccc2)c2ccc(OC)cc21. RXN SMILES: [C:19]([c:20]1[cH:21][cH:22][cH:23][cH:24][cH:25]1)(=[O:26])[NH:27][NH2:28].[CH2:1]([CH2:2][CH2:3][CH2:4][CH3:5])[N:6]1[C:7](=[O:8])[C:9](=[O:10])[c:11]2[cH:12][cH:13][c:14]([O:17][CH3:18])[cH:15][c:16]21>>[CH2:1]([CH2:2][CH2:3][CH2:4][CH3:5])[N:6]1[C:7](=[O:8])[C:9](=[N:28][NH:27][C:19]([c:20]2[cH:21][cH:22][cH:23][cH:24][cH:25]2)=[O:26])[c:11]2[cH:12][cH:13][c:14]([O:17][CH3:18])[cH:15][c:16]21. The reactants are C(#C)C1(OC2=C(CC1)C(=C(C(=C2C)C)O)C)C (Rac-3,4-dihydro-2-ethynyl-2,5,7,8-tetramethyl-2H-1-benzopyran-6-ol), IC=1C(=C(C=C(C=O)C1)OC)O (5-iodovanilline). Product: OC=1C(=C(C2=C(CCC(O2)(C)C#CC=2C=C(C=O)C=C(C2O)OC)C1C)C)C (rac-3-[(3,4-Dihydro-6-hydroxy-2,5,7,8-tetramethyl-2H-1-benzopyran-2-yl)ethynyl]-4-hydroxy-5-methoxybenzaldehyde). Reaction SMILES: [C:1]([C:3]1([CH3:17])[CH2:8][CH2:7][C:6]2[C:9]([CH3:16])=[C:10]([OH:15])[C:11]([CH3:14])=[C:12]([CH3:13])[C:5]=2[O:4]1)#[CH:2].I[C:19]1[C:20]([OH:29])=[C:21]([O:27][CH3:28])[CH:22]=[C:23]([CH:26]=1)[CH:24]=[O:25]>>[OH:15][C:10]1[C:11]([CH3:14])=[C:12]([CH3:13])[C:5]2[O:4][C:3]([C:1]#[C:2][C:19]3[CH:26]=[C:23]([CH:22]=[C:21]([O:27][CH3:28])[C:20]=3[OH:29])[CH:24]=[O:25])([CH3:17])[CH2:8][CH2:7][C:6]=2[C:9]=1[CH3:16]. Reported procedure: Rac-3,4-dihydro-2-ethynyl-2,5,7,8-tetramethyl-2H-1-benzopyran-6-ol, 2.3 g, was reacted with 4.17 g (15 mmol) of 5-iodovanilline as described in example 1, but extending the reaction time to 4.5 hours. After the usual workup, the residue was chromatographed over 150 g of silica gel using 10% (V/V) of ethyl acetate in methylene chloride. Crystallization from ether/hexane and recrystallization from ethyl acetate/hexane yielded colorless crystals with m.p. 158°-160°.